From a dataset of the Open Reaction Database (ORD), a public repository of structured organic reaction records. describe an organic reaction: reactants, conditions, products, and yield The reactants are N1(C=NC=C1)C1=CC=C(CC(CCCCC(=O)OC)C=2C(C(=C(C(C2C)=O)C)C)=O)C=C1 (methyl 6-[4-(1-imidazolyl)benzyl]-6-(3,5,6-trimethyl-1,4-benzoquinon-2-yl)hexanoate), Cl (hydrochloric acid). Solvent: C(C)(=O)O (acetic acid). Reaction conditions: temperature 100 celsius, time 1 hour. Yields the product N1(C=NC=C1)C1=CC=C(CC(CCCCC(=O)O)C=2C(C(=C(C(C2C)=O)C)C)=O)C=C1 (6-[4-(1-imidazolyl)benzyl]-6-(3,5,6-trimethyl-1,4-benzoquinon-2-yl)hexanoic acid). The yield is 86.7%. Reaction SMILES: [N:1]1([C:6]2[CH:32]=[CH:31][C:9]([CH2:10][CH:11]([C:20]3[C:21](=[O:30])[C:22]([CH3:29])=[C:23]([CH3:28])[C:24](=[O:27])[C:25]=3[CH3:26])[CH2:12][CH2:13][CH2:14][CH2:15][C:16]([O:18]C)=[O:17])=[CH:8][CH:7]=2)[CH:5]=[CH:4][N:3]=[CH:2]1.Cl>C(O)(=O)C>[N:1]1([C:6]2[CH:7]=[CH:8][C:9]([CH2:10][CH:11]([C:20]3[C:21](=[O:30])[C:22]([CH3:29])=[C:23]([CH3:28])[C:24](=[O:27])[C:25]=3[CH3:26])[CH2:12][CH2:13][CH2:14][CH2:15][C:16]([OH:18])=[O:17])=[CH:31][CH:32]=2)[CH:5]=[CH:4][N:3]=[CH:2]1. Procedure: In acetic acid (35 ml) was dissolved 3.50 g (8.06 mmole) of methyl 6-[4-(1-imidazolyl)benzyl]-6-(3,5,6-trimethyl-1,4-benzoquinon-2-yl)hexanoate, and concentrated hydrochloric acid (16.1 ml) was added to the solution, followed by stirring at 100° C. for 1 hour. The solvent was distilled off, and acetone was added to the residue, followed by concentration under reduced pressure. The residue was chromatographed on a silica gel column, and elution was performed with chloroform/methanol (6:1). The fr... Starting materials: BrC(Br)(Br)Br, ClCCl, CCOC(C)=O, CC(C)(C)OC(=O)N1CCCC1C=O, [Na+], [Na+], O=C([O-])[O-], O, c1ccc(P(c2ccccc2)c2ccccc2)cc1. The product is CC(C)(C)OC(=O)N1CCCC1C=C(Br)Br. Reaction SMILES: [C:1]([Br:2])([Br:3])([Br:4])[Br:5].[CH2:45]([Cl:46])[Cl:47].[CH3:49][CH2:50][O:51][C:52](=[O:53])[CH3:54].[CH:25](=[O:26])[CH:27]1[N:28]([C:32](=[O:33])[O:34][C:35]([CH3:36])([CH3:37])[CH3:38])[CH2:29][CH2:30][CH2:31]1.[Na+:39].[Na+:40].[O-:41][C:42](=[O:43])[O-:44].[OH2:48].[c:6]1([P:7]([c:8]2[cH:9][cH:10][cH:11][cH:12][cH:13]2)[c:14]2[cH:15][cH:16][cH:17][cH:18][cH:19]2)[cH:20][cH:21][cH:22][cH:23][cH:24]1>>[C:1]([Br:2])([Br:5])=[CH:25][CH:27]1[N:28]([C:32](=[O:33])[O:34][C:35]([CH3:36])([CH3:37])[CH3:38])[CH2:29][CH2:30][CH2:31]1.